This data is from the Open Reaction Database (ORD), a public repository of structured organic reaction records. The task is: describe an organic reaction: reactants, conditions, products, and yield Starting materials: ClC1=C(COCCN(C(NC=2SC(=CN2)SCC(C(=O)O)(C)C)=O)[C@@H]2CC[C@H](CC2)C)C=CC=C1 (3-{2-[3-[2-(2-chloro-benzyloxy)-ethyl]-3-(trans-4-methyl-cyclohexyl)-ureido]-thiazol-5-ylsulfanyl}-2,2-dimethyl-propionic acid), Br.BrCC1=CC=NC=C1 (4-bromomethylpyridine hydrobromide), C(C)OC(CSC1=CN=C(S1)N)=O ((2-aminothiazol-5-ylsulfanyl)acetic acid ethyl ester). Product: C[C@@H]1CC[C@H](CC1)N(C(NC=1SC(=CN1)SCC(=O)O)=O)CCOCC1=CC=NC=C1 ((2-{3-(trans-4-Methyl-cyclohexyl)-3-[2-(pyridin-4-ylmethoxy)-ethyl]-ureido}-thiazol-5-ylsulfanyl)-acetic acid). Reaction SMILES: Cl[C:2]1[CH:35]=C[CH:33]=[CH:32][C:3]=1[CH2:4][O:5][CH2:6][CH2:7][N:8]([C@H:25]1[CH2:30][CH2:29][C@H:28]([CH3:31])[CH2:27][CH2:26]1)[C:9](=[O:24])[NH:10][C:11]1[S:12][C:13]([S:16]CC(C)(C)C(O)=O)=[CH:14][N:15]=1.Br.BrCC1C=C[N:42]=CC=1.C([O:47][C:48](=[O:57])[CH2:49]SC1SC(N)=NC=1)C>>[CH3:31][C@H:28]1[CH2:29][CH2:30][C@H:25]([N:8]([CH2:7][CH2:6][O:5][CH2:4][C:3]2[CH:2]=[CH:35][N:42]=[CH:33][CH:32]=2)[C:9](=[O:24])[NH:10][C:11]2[S:12][C:13]([S:16][CH2:49][C:48]([OH:57])=[O:47])=[CH:14][N:15]=2)[CH2:26][CH2:27]1 |f:1.2|. Procedure details: The compound was prepared following an analogous procedure to the one described for the synthesis of 3-{2-[3-[2-(2-chloro-benzyloxy)-ethyl]-3-(trans-4-methyl-cyclohexyl)-ureido]-thiazol-5-ylsulfanyl}-2,2-dimethyl-propionic acid using 4-bromomethylpyridine hydrobromide and (2-aminothiazol-5-ylsulfanyl)acetic acid ethyl ester.